From a dataset of the Open Reaction Database (ORD), a public repository of structured organic reaction records. describe an organic reaction: reactants, conditions, products, and yield Starting materials: BrC=1C=2N(N=C(C1)C)C(=C(C2)C)C2=C(C=C(C=C2)OC)Cl (4-bromo-7-(2-chloro-4-methoxyphenyl)-2,6-dimethylpyrrolo[1,2-b]pyridazine), C(C)C(CC)N (1-ethylpropylamine), C1(=CC=CC=C1)PC1=CC=CC=C1 ((diphenyl)phosphine), C(=O)([O-])[O-].[Cs+].[Cs+] (Cs2CO3). The reagents and catalysts are C=1C=CC(=CC1)/C=C/C(=O)/C=C/C2=CC=CC=C2.C=1C=CC(=CC1)/C=C/C(=O)/C=C/C2=CC=CC=C2.C=1C=CC(=CC1)/C=C/C(=O)/C=C/C2=CC=CC=C2.[Pd].[Pd] (Pd2(dba)3). Run in CCOC(=O)C (EtOAc), O (Water), COCCOC (DME). The product is ClC1=C(C=CC(=C1)OC)C1=C(C=C2N1N=C(C=C2NC(CC)CC)C)C (7-(2-chloro-4-methoxyphenyl)-N-(1-ethylpropyl)-2,6-dimethylpyrrolo[1,2-b]pyridazin-4-amine). As a reaction SMILES: Br[C:2]1[C:3]2[N:4]([C:9]([C:13]3[CH:18]=[CH:17][C:16]([O:19][CH3:20])=[CH:15][C:14]=3[Cl:21])=[C:10]([CH3:12])[CH:11]=2)[N:5]=[C:6]([CH3:8])[CH:7]=1.[CH2:22]([CH:24]([NH2:27])[CH2:25][CH3:26])[CH3:23].C1(PC2C=CC=CC=2)C=CC=CC=1.C([O-])([O-])=O.[Cs+].[Cs+]>COCCOC.CCOC(C)=O.C1C=CC(/C=C/C(/C=C/C2C=CC=CC=2)=O)=CC=1.C1C=CC(/C=C/C(/C=C/C2C=CC=CC=2)=O)=CC=1.C1C=CC(/C=C/C(/C=C/C2C=CC=CC=2)=O)=CC=1.[Pd].[Pd].O>[Cl:21][C:14]1[CH:15]=[C:16]([O:19][CH3:20])[CH:17]=[CH:18][C:13]=1[C:9]1[N:4]2[N:5]=[C:6]([CH3:8])[CH:7]=[C:2]([NH:27][CH:24]([CH2:25][CH3:26])[CH2:22][CH3:23])[C:3]2=[CH:11][C:10]=1[CH3:12] |f:3.4.5,8.9.10.11.12|. Procedure: A mixture of 4-bromo-7-(2-chloro-4-methoxyphenyl)-2,6-dimethylpyrrolo[1,2-b]pyridazine (0.99 g, 2.70 mmol), 1-ethylpropylamine (0.63 mL, 0.47 g, 5.40 mmol), 5-(diphenylphosphino)-9,9-dimethyl-9H-xanthen4-yl](diphenyl)phosphine (0.26 g, 0.40 mmol), Cs2CO3 (1.38 g, 4.20 mmol) and Pd2(dba)3 (0.13 g, 0.14 mmol) in DME (15.0 mL) was refluxed for 17 h. After cooling to room temperature, the mixture was diluted with EtOAc. Water was added and the mixture was separated. The aqueous solution was extracte... The reactants are COc1cc2c(Oc3ccc([N+](=O)[O-])cc3F)ccnc2cc1OCC1CCN(C(=O)OC(C)(C)C)CC1, C=O, ClCCl, O=C(O)C(F)(F)F. The product is COc1cc2c(Oc3ccc([N+](=O)[O-])cc3F)ccnc2cc1OCC1CCN(C)CC1. As a reaction SMILES: [C:1]([O:2][C:6](=[O:3])[N:8]1[CH2:9][CH2:10][CH:11]([CH2:14][O:15][c:16]2[c:17]([O:37][CH3:38])[cH:18][c:19]3[c:20]([O:26][c:27]4[c:28]([F:36])[cH:29][c:30]([N+:33](=[O:34])[O-:35])[cH:31][cH:32]4)[cH:21][cH:22][n:23][c:24]3[cH:25]2)[CH2:12][CH2:13]1)([CH3:4])([CH3:5])[CH3:7].[CH2:46]=[O:47].[Cl:48][CH2:49][Cl:50].[F:39][C:40]([F:41])([F:42])[C:43]([OH:44])=[O:45]>>[CH3:6][N:8]1[CH2:9][CH2:10][CH:11]([CH2:14][O:15][c:16]2[c:17]([O:37][CH3:38])[cH:18][c:19]3[c:20]([O:26][c:27]4[c:28]([F:36])[cH:29][c:30]([N+:33](=[O:34])[O-:35])[cH:31][cH:32]4)[cH:21][cH:22][n:23][c:24]3[cH:25]2)[CH2:12][CH2:13]1. Reactants: [Al+3], [H-], [H-], [H-], [H-], [Li+], COC(=O)c1cc2sccc2s1. Product: OCc1cc2sccc2s1. Reaction SMILES: [Al+3:14].[H-:13].[H-:16].[H-:17].[H-:18].[Li+:15].[s:1]1[c:2]2[c:3]([cH:4][c:5]1[C:6](=[O:7])[O:8][CH3:9])[s:10][cH:11][cH:12]2>>[s:1]1[c:2]2[c:3]([cH:4][c:5]1[CH2:6][OH:7])[s:10][cH:11][cH:12]2. Reactants: CCO (EtOH), C(=O)([O-])[O-].[K+].[K+] (K2CO3), ClCC(=O)N(CCNC(OC(C)(C)C)=O)CC1CCCC2=CC(=CC=C12)C#N (tert-Butyl (2-{(chloroacetyl)[(6-cyano-1,2,3,4-tetrahydronaphthalen-1-yl)methyl]amino}ethyl)carbamate). The solvent is Cl.O1CCOCC1 (HCl dioxane). Reaction conditions: time 12 hour. The product is O=C1N(CCNC1)CC1C=2C=CC(=CC2CCC1)C#N (5-[(2-Oxopiperazin-1-yl)methyl]-5,6,7,8-tetrahydronaphthalene-2-carbonitrile). Reaction SMILES: ClC[C:3]([N:5]([CH2:16][CH:17]1[C:26]2[C:21](=[CH:22][C:23]([C:27]#[N:28])=[CH:24][CH:25]=2)[CH2:20][CH2:19][CH2:18]1)[CH2:6][CH2:7][NH:8][C:9](=O)OC(C)(C)C)=[O:4].CCO.C([O-])([O-])=O.[K+].[K+]>Cl.O1CCOCC1>[O:4]=[C:3]1[CH2:9][NH:8][CH2:7][CH2:6][N:5]1[CH2:16][CH:17]1[CH2:18][CH2:19][CH2:20][C:21]2[CH:22]=[C:23]([C:27]#[N:28])[CH:24]=[CH:25][C:26]1=2 |f:2.3.4,5.6|. Reported procedure: A mixture of tert-Butyl (2-{(chloroacetyl)[(6-cyano-1,2,3,4-tetrahydronaphthalen-1-yl)methyl]amino}ethyl)carbamate (140 mg, 0.35 mmol) in HCl/dioxane (20 mL) was stirred at RT for 12 hours and then concentrated to dryness. To the residue was added 2 mL EtOH and K2CO3 (143 mg, 1.04 mmol). The resulting mixture was heated to reflux for 4 hours before cooled to RT and filtered. The filtrate was concentrate and the residue was partitioned between EtOAc and water. The organic layer was washed with br... Reactants: CC(C)C[Al](CC(C)C)c1ccc(F)cc1 (effective_coupling_partner), CCN(CC)C(=O)Oc1cnccc1 (substrate). The reagents and catalysts are PCy3. Run at temperature 90 celsius, time 24 hour. Product: c1cc(F)ccc1c1cnccc1. Reactants: COc1cc(OC)c2c(CNC(=O)OC(C)(C)C)ncc(C(=O)N(C)CCc3ccccn3)c2c1, CCOC(C)=O, Cl. Yields the product Cl, COc1cc(OC)c2c(CN)ncc(C(=O)N(C)CCc3ccccn3)c2c1. Reaction SMILES: [C:1]([O:2][C:3](=[O:4])[NH:7][CH2:8][c:9]1[n:10][cH:11][c:12]([C:23]([N:24]([CH2:25][CH2:26][c:27]2[n:28][cH:29][cH:30][cH:31][cH:32]2)[CH3:33])=[O:34])[c:13]2[cH:14][c:15]([O:21][CH3:22])[cH:16][c:17]([O:19][CH3:20])[c:18]12)([CH3:5])([CH3:6])[CH3:35].[CH3:37][CH2:38][O:39][C:40]([CH3:41])=[O:42].[ClH:36]>>[ClH:36].[NH2:7][CH2:8][c:9]1[n:10][cH:11][c:12]([C:23]([N:24]([CH2:25][CH2:26][c:27]2[n:28][cH:29][cH:30][cH:31][cH:32]2)[CH3:33])=[O:34])[c:13]2[cH:14][c:15]([O:21][CH3:22])[cH:16][c:17]([O:19][CH3:20])[c:18]12. Starting materials: NC1=NC=CC(=C1)C=1C(=NN(C1)C1=NNC(C=C1)=O)C1=CC=C(C=C1)Cl (4-(2-aminopyridin-4-yl)-3-(4-chlorophenyl)-1-(1,6-dihydro-6-oxopyridazin-3-yl)-1H-pyrazole), NC1=NC=CC(=C1)C=1C(=NN(C1)C1=NNC(C=C1)=O)C1=CC=CC=C1 (4-(2-aminopyridin-4-yl)-1-(1,6-dihydro-6-oxopyridazin-3-yl)-3-phenyl-1H-pyrazole). Product: NC1=NC=CC(=C1)C=1C(=NN(C1)C1=NNC(CC1)=O)C1=CC=C(C=C1)Cl (4-(2-Aminopyridin-4-yl)-3-(4-chlorophenyl)-1-(1,4,5,6-tetrahydro-6-oxopyridazin-3-yl)-1H-pyrazole). Yield: 48.9%. RXN SMILES: [NH2:1][C:2]1[CH:7]=[C:6]([C:8]2[C:9]([C:20]3[CH:25]=[CH:24][C:23]([Cl:26])=[CH:22][CH:21]=3)=[N:10][N:11]([C:13]3[CH:18]=[CH:17][C:16](=[O:19])[NH:15][N:14]=3)[CH:12]=2)[CH:5]=[CH:4][N:3]=1.NC1C=C(C2C(C3C=CC=CC=3)=NN(C3C=CC(=O)NN=3)C=2)C=CN=1>>[NH2:1][C:2]1[CH:7]=[C:6]([C:8]2[C:9]([C:20]3[CH:21]=[CH:22][C:23]([Cl:26])=[CH:24][CH:25]=3)=[N:10][N:11]([C:13]3[CH2:18][CH2:17][C:16](=[O:19])[NH:15][N:14]=3)[CH:12]=2)[CH:5]=[CH:4][N:3]=1. Procedure details: The reaction was carried out in the same manner as in Example 49 except for using 300 mg (0.82 mmol) of 4-(2-aminopyridin-4-yl)-3-(4-chlorophenyl)-1-(1,6-dihydro-6-oxopyridazin-3-yl)-1H-pyrazole obtained in Example 23-4) in place of 4-(2-aminopyridin-4-yl)-1-(1,6-dihydro-6-oxopyridazin-3-yl)-3-phenyl-1H-pyrazole to obtain 147 mg of the title compound as a white powder. (Yield: 49%). The reactants are COC(C1=CC=C(C=C1)NC(COCC1=CC=CC=C1)=O)=O (4-(2-benzyloxy-acetylamino)-benzoic acid methyl ester). Reagents/catalysts: [Pd] (Pd/C). Solvent: CO (methanol). Reaction conditions: time 5 hour. The product is COC(C1=CC=C(C=C1)NC(CO)=O)=O (4-(2-Hydroxy-acetylamino)-benzoic acid methyl ester). RXN SMILES: [CH3:1][O:2][C:3](=[O:22])[C:4]1[CH:9]=[CH:8][C:7]([NH:10][C:11](=[O:21])[CH2:12][O:13]CC2C=CC=CC=2)=[CH:6][CH:5]=1>CO.[Pd]>[CH3:1][O:2][C:3](=[O:22])[C:4]1[CH:5]=[CH:6][C:7]([NH:10][C:11](=[O:21])[CH2:12][OH:13])=[CH:8][CH:9]=1. Procedure details: 4-(2-benzyloxy-acetylamino)-benzoic acid methyl ester 12 (10 grams, 33.44 mmol) is dissolved in methanol (100 mL) in a pressure vessel. Pd/C (10%, 3 grams) is added, and the mixture is stirred under an atmosphere of hydrogen (4 Kg) for 5 hours. The catalyst is removed by filtration and the methanol distilled off. The crude 13 can be purified in a suitable solvent. The reactants are O=C(NCCCCc1ccc(O)cc1)OCc1ccccc1, COC(=O)C(CO)NC(c1ccccc1)(c1ccccc1)c1ccccc1, CC(C)OC(=O)N=NC(=O)OC(C)C, c1ccc(P(c2ccccc2)c2ccccc2)cc1, c1ccccc1. The product is COC(=O)C(COc1ccc(CCCCNC(=O)OCc2ccccc2)cc1)NC(c1ccccc1)(c1ccccc1)c1ccccc1. RXN SMILES: [CH2:47]([c:48]1[cH:49][cH:50][cH:51][cH:52][cH:53]1)[O:54][C:55]([NH:56][CH2:57][CH2:58][CH2:59][CH2:60][c:61]1[cH:62][cH:63][c:64]([OH:67])[cH:65][cH:66]1)=[O:68].[CH3:1][O:2][C:3]([CH:4]([NH:5][C:6]([c:7]1[cH:8][cH:9][cH:10][cH:11][cH:12]1)([c:13]1[cH:14][cH:15][cH:16][cH:17][cH:18]1)[c:19]1[cH:20][cH:21][cH:22][cH:23][cH:24]1)[CH2:25][OH:26])=[O:27].[O:69]=[C:70]([O:71][CH:72]([CH3:73])[CH3:74])[N:75]=[N:76][C:77]([O:78][CH:79]([CH3:80])[CH3:81])=[O:82].[c:28]1([P:29]([c:30]2[cH:31][cH:32][cH:33][cH:34][cH:35]2)[c:36]2[cH:37][cH:38][cH:39][cH:40][cH:41]2)[cH:42][cH:43][cH:44][cH:45][cH:46]1.[cH:83]1[cH:84][cH:85][cH:86][cH:87][cH:88]1>>[CH3:1][O:2][C:3]([CH:4]([NH:5][C:6]([c:7]1[cH:8][cH:9][cH:10][cH:11][cH:12]1)([c:13]1[cH:14][cH:15][cH:16][cH:17][cH:18]1)[c:19]1[cH:20][cH:21][cH:22][cH:23][cH:24]1)[CH2:25][O:26][c:64]1[cH:63][cH:62][c:61]([CH2:60][CH2:59][CH2:58][CH2:57][NH:56][C:55]([O:54][CH2:47][c:48]2[cH:49][cH:50][cH:51][cH:52][cH:53]2)=[O:68])[cH:66][cH:65]1)=[O:27].